From a dataset of the Open Reaction Database (ORD), a public repository of structured organic reaction records. describe an organic reaction: reactants, conditions, products, and yield The reactants are C1CCOC1, CN1CCCN(C)C1=O, Cc1cc(C)c(C2=Cc3nc4ccccc4cc3C(=O)C2=O)c(C)c1. Yields the product O=C1C=Cc2nc3ccccc3cc2C1=O. Reaction SMILES: [CH2:35]1[O:36][CH2:37][CH2:38][CH2:39]1.[CH3:26][N:27]1[CH2:28][CH2:29][CH2:30][N:31]([CH3:32])[C:33]1=[O:34].[c:1]1([CH3:2])[cH:3][c:4]([CH3:5])[cH:6][c:7]([CH3:8])[c:25]1[C:9]1=[CH:22][c:21]2[c:12]([cH:13][c:14]3[cH:15][cH:16][cH:17][cH:18][c:19]3[n:20]2)[C:11](=[O:23])[C:10]1=[O:24]>>[CH:9]1=[CH:22][c:21]2[c:12]([cH:13][c:14]3[cH:15][cH:16][cH:17][cH:18][c:19]3[n:20]2)[C:11](=[O:23])[C:10]1=[O:24]. Starting materials: ClCCl, Cc1c(C(=O)O)oc2ccccc12, CN, [Cl-], O=C(Cl)C(=O)Cl, CN(C)C=O, O. Yields the product CNC(=O)c1oc2ccccc2c1C. RXN SMILES: [CH2:23]([Cl:24])[Cl:25].[CH3:1][c:2]1[c:3]([C:11](=[O:12])[OH:13])[o:4][c:5]2[c:6]1[cH:7][cH:8][cH:9][cH:10]2.[CH3:20][NH2:21].[Cl-:22].[Cl:14][C:15]([C:16]([Cl:17])=[O:18])=[O:19].[O:26]=[CH:27][N:28]([CH3:29])[CH3:30].[OH2:31]>>[CH3:1][c:2]1[c:3]([C:11](=[O:13])[NH:21][CH3:20])[o:4][c:5]2[c:6]1[cH:7][cH:8][cH:9][cH:10]2. Product: BrC1=C(C2=C(OC(C(O2)(F)F)(F)F)C=C1)C (6-bromo-2,2,3,3,-tetrafluoro-5-methyl-1,4-benzodioxane). The yield is 64.8%. Reactants: C(CCC)[Li] (n-butyllithium), C(C)(C)NC(C)C (diisopropylamine), CI (methyl iodide), Cl (hydrochloric acid), BrC1=CC2=C(OC(C(O2)(F)F)(F)F)C=C1 (6-bromo-2,2,3,3,-tetrafluoro-1,4-benzodioxane). Reaction SMILES: C([Li])CCC.C(N[CH:10]([CH3:12])[CH3:11])(C)C.[Br:13][C:14]1C=C[C:17]2[O:18][C:19]([F:25])([F:24])[C:20]([F:23])([F:22])[O:21][C:16]=2[CH:15]=1.CI.Cl>O.O1CCCC1>[Br:13][C:14]1[CH:15]=[CH:16][C:17]2[O:18][C:19]([F:24])([F:25])[C:20]([F:22])([F:23])[O:21][C:12]=2[C:10]=1[CH3:11]. Conditions: time 30 minute. The solvent is O1CCCC1 (tetrahydrofuran), O (water). Procedure details: Under nitrogen atmosphere, 11.7 ml of n-butyllithium (1.57 M-n-hexane solution) was dropwise added at −20° C. to a mixture of 1.85 g of diisopropylamine and 50 ml of tetrahydrofuran, and then the mixture was stirred at the same temperature for 30 minutes. 5.0 g of 6-bromo-2,2,3,3,-tetrafluoro-1,4-benzodioxane was dropwise added thereto at a temperature of at most −50° C., followed by stirring at the same temperature for 30 minutes. Then, 5.5 ml of methyl iodide was dropwise added thereto at a te... The reactants are O=C1CCC(=O)N1Br, ClCCl, Cc1nnnn1-c1cc(CO)cc(C(F)(F)F)c1, CCOC(C)=O, c1ccc(P(c2ccccc2)c2ccccc2)cc1. Yields the product Cc1nnnn1-c1cc(CBr)cc(C(F)(F)F)c1. RXN SMILES: [Br:38][N:39]1[C:40](=[O:41])[CH2:42][CH2:43][C:44]1=[O:45].[CH2:46]([Cl:47])[Cl:48].[CH3:1][c:2]1[n:3][n:4][n:5][n:6]1-[c:7]1[cH:8][c:9]([CH2:17][OH:18])[cH:10][c:11]([C:13]([F:14])([F:15])[F:16])[cH:12]1.[CH3:49][CH2:50][O:51][C:52](=[O:53])[CH3:54].[c:19]1([P:20]([c:21]2[cH:22][cH:23][cH:24][cH:25][cH:26]2)[c:27]2[cH:28][cH:29][cH:30][cH:31][cH:32]2)[cH:33][cH:34][cH:35][cH:36][cH:37]1>>[CH3:1][c:2]1[n:3][n:4][n:5][n:6]1-[c:7]1[cH:8][c:9]([CH2:17][Br:38])[cH:10][c:11]([C:13]([F:14])([F:15])[F:16])[cH:12]1. Starting materials: [Si](C1=CC=CC=C1)(C1=CC=CC=C1)(C(C)(C)C)OC[C@H]1N(CCOC1)C(=O)OC(C)(C)C ((S)-tert-Butyl 3-((tert-butyldiphenylsilyloxy)methyl)morpholine-4-carboxylate), OC[C@H]1N(CCOC1)C(=O)OC(C)(C)C ((R)-tert-Butyl 3-(hydroxymethyl)morpholine-4-carboxylate), C(C)(C)(C)[Si](C1=CC=CC=C1)(C1=CC=CC=C1)Cl (tert-butylchlorodiphenylsilane). Product: [Si](C1=CC=CC=C1)(C1=CC=CC=C1)(C(C)(C)C)OC[C@@H]1N(CCOC1)C(=O)OC(C)(C)C ((R)-tert-butyl 3-((tert-butyldiphenylsilyloxy)methyl)morpholine-4-carboxylate). The yield is 95.0%. RXN SMILES: [Si:1]([O:18][CH2:19][C@@H:20]1[CH2:25][O:24][CH2:23][CH2:22][N:21]1[C:26]([O:28][C:29]([CH3:32])([CH3:31])[CH3:30])=[O:27])([C:14]([CH3:17])([CH3:16])[CH3:15])([C:8]1[CH:13]=[CH:12][CH:11]=[CH:10][CH:9]=1)[C:2]1[CH:7]=[CH:6][CH:5]=[CH:4][CH:3]=1.OC[C@@H]1COCCN1C(OC(C)(C)C)=O.C([Si](Cl)(C1C=CC=CC=1)C1C=CC=CC=1)(C)(C)C>>[Si:1]([O:18][CH2:19][C@H:20]1[CH2:25][O:24][CH2:23][CH2:22][N:21]1[C:26]([O:28][C:29]([CH3:32])([CH3:31])[CH3:30])=[O:27])([C:14]([CH3:16])([CH3:17])[CH3:15])([C:8]1[CH:9]=[CH:10][CH:11]=[CH:12][CH:13]=1)[C:2]1[CH:7]=[CH:6][CH:5]=[CH:4][CH:3]=1. Reported procedure: The title product (2.0 g, yield: 95%) was prepared using a procedure similar to the one described for the synthesis of INTERMEDIATE 102. (R)-tert-Butyl 3-(hydroxymethyl)morpholine-4-carboxylate (commercially available, 1.0 g, 4.60 mmol) and tert-butylchlorodiphenylsilane (1.4 ml, 5.52 mmol) were used as starting materials. The title product was purified by column chromatography (ISCO, eluting with 0→50% EtOAc/hexanes). The reactants are [Mg] (Magnesium), C1(=CN2CCCC3=CC=CC1=C23)C=2C(NC(C2C2=CNC3=CC=CC=C23)=O)=O (3-(5,6-dihydro-4H-pyrrolo[3,2,1-ij]quinolin-1-yl)-4(1H-indol-3-yl)pyrrole-2,5-dione), C(C)(=O)OCC (ethyl acetate). Run in CO (methanol). The product is C1(=CN2CCCC3=CC=CC1=C23)[C@@H]2C(NC([C@H]2C2=CNC3=CC=CC=C23)=O)=O ((±)-trans-3-(5,6-dihydro-4H-pyrrolo[3,2,1-ij]quinolin-1-yl)-4(1H-indol-3-yl)pyrrolidine-2,5-dione). The yield is 89.3%. Reaction SMILES: [Mg].[C:2]1([C:14]2[C:15](=[O:29])[NH:16][C:17](=[O:28])[C:18]=2[C:19]2[C:27]3[C:22](=[CH:23][CH:24]=[CH:25][CH:26]=3)[NH:21][CH:20]=2)[C:12]2=[C:13]3[C:8](=[CH:9][CH:10]=[CH:11]2)[CH2:7][CH2:6][CH2:5][N:4]3[CH:3]=1.C(OCC)(=O)C>CO>[C:2]1([C@H:14]2[C@H:18]([C:19]3[C:27]4[C:22](=[CH:23][CH:24]=[CH:25][CH:26]=4)[NH:21][CH:20]=3)[C:17](=[O:28])[NH:16][C:15]2=[O:29])[C:12]2=[C:13]3[C:8](=[CH:9][CH:10]=[CH:11]2)[CH2:7][CH2:6][CH2:5][N:4]3[CH:3]=1. Reported procedure: Magnesium turnings (3.05 g, 0.125 mol) were added to a solution of 3-(5,6-dihydro-4H-pyrrolo[3,2,1-ij]quinolin-1-yl)-4(1H-indol-3-yl)pyrrole-2,5-dione (2.56 g, 6.97 mmol) in anhydrous methanol (100 ml) and heated to reflux under an atmosphere of nitrogen for 40 minutes. After cooling to room temperature the mixture was poured into ethyl acetate (300 ml), washed with IM hydrochloric acid (300 ml) and water (500 ml). The organic layer was dried over anhydrous sodium sulfate and evaporated to dryne... Starting materials: C1(CCCC1)NC1=NC(=NC(=C1C)C)NCC1=NC=CC=C1 (N4-cyclopentyl-5,6-dimethyl-N2-(pyridin-2-ylmethyl)pyrimidine-2,4-diamine), CC1C(CCCC1C)N (2,3-dimethylcyclohexanamine). Yields the product CC1C(CCCC1C)NC1=NC(=NC(=C1C)C)NCC1=NC=CC=C1 (N4-(2,3-dimethylcyclohexyl)-5,6-dimethyl-N2-(pyridin-2-ylmethyl)pyrimidine-2,4-diamine). As a reaction SMILES: C1(N[C:7]2[C:12]([CH3:13])=[C:11]([CH3:14])[N:10]=[C:9]([NH:15][CH2:16][C:17]3[CH:22]=[CH:21][CH:20]=[CH:19][N:18]=3)[N:8]=2)CCCC1.[CH3:23][CH:24]1[CH:29]([CH3:30])[CH2:28][CH2:27][CH2:26][CH:25]1[NH2:31]>>[CH3:23][CH:24]1[CH:29]([CH3:30])[CH2:28][CH2:27][CH2:26][CH:25]1[NH:31][C:7]1[C:12]([CH3:13])=[C:11]([CH3:14])[N:10]=[C:9]([NH:15][CH2:16][C:17]2[CH:22]=[CH:21][CH:20]=[CH:19][N:18]=2)[N:8]=1. Reported procedure: The titled compound was synthesized according to the procedure described for preparation of N4-cyclopentyl-5,6-dimethyl-N2-(pyridin-2-ylmethyl)pyrimidine-2,4-diamine (Example 29) using 2,3-dimethylcyclohexanamine instead of cyclopentanamine. The crude material was purified by column chromatography eluting with mixture of chloroform/ethanol/20% water solution of ammonia (200:10:1), and then the final product was washed with diethyl ether to afford the titled compound as a white solid. 1H NMR (400...